From a dataset of the Open Reaction Database (ORD), a public repository of structured organic reaction records. describe an organic reaction: reactants, conditions, products, and yield The reactants are IC=1C(=NN(C1)CC(C)(O)C)C (1-(4-iodo-3-methyl-1H-pyrazol-1-yl)-2-methylpropan-2-ol), C1CCOC1 (THF), C(C)(C)[Mg]Cl (isopropylmagnesium chloride), C1CCOC1 (THF), COB1OC(C(O1)(C)C)(C)C (2-Methoxy-4,4,5,5-tetramethyl-1,3,2-dioxaborolane), [NH4+].[Cl-] (NH4Cl). Reaction conditions: time 1 hour. Product: CC(CN1N=C(C(=C1)B1OC(C(O1)(C)C)(C)C)C)(C)O (2-Methyl-1-[3-methyl-4-(4,4,5,5-tetramethyl-1,3,2-dioxaborolan-2-yl)-1H-pyrazol-1-yl]propan-2-ol). RXN SMILES: I[C:2]1[C:3]([CH3:12])=[N:4][N:5]([CH2:7][C:8]([CH3:11])([OH:10])[CH3:9])[CH:6]=1.C1COCC1.C([Mg]Cl)(C)C.CO[B:25]1[O:29][C:28]([CH3:31])([CH3:30])[C:27]([CH3:33])([CH3:32])[O:26]1.[NH4+].[Cl-]>>[CH3:9][C:8]([OH:10])([CH3:11])[CH2:7][N:5]1[CH:6]=[C:2]([B:25]2[O:29][C:28]([CH3:31])([CH3:30])[C:27]([CH3:33])([CH3:32])[O:26]2)[C:3]([CH3:12])=[N:4]1 |f:4.5|. Procedure details: A solution of 1-(4-iodo-3-methyl-1H-pyrazol-1-yl)-2-methylpropan-2-ol (250.0 mg, 0.8925 mmol) in THF (10 mL, 200 mmol) was added 2 M of isopropylmagnesium chloride in THF (1.339 mL, 2.678 mmol) at rt, and the reaction was allowed to stir for 1 h. 2-Methoxy-4,4,5,5-tetramethyl-1,3,2-dioxaborolane (0.5850 mL, 3.570 mmol) was then added, and the mixture was stirred at rt for 2 h. Sat. NH4Cl was added to quench, and the organic solvent was removed in vacuo. The material was extracted with DCM and wa... Reactants: Brc1cccnc1, OB(O)c1ccccc1F. Product: Fc1ccccc1-c1cccnc1. RXN SMILES: [Br:1][c:2]1[cH:3][n:4][cH:5][cH:6][cH:7]1.[F:8][c:9]1[c:10]([B:15]([OH:16])[OH:17])[cH:11][cH:12][cH:13][cH:14]1>>[c:2]1(-[c:10]2[c:9]([F:8])[cH:14][cH:13][cH:12][cH:11]2)[cH:3][n:4][cH:5][cH:6][cH:7]1. Reactants: Oc1cccc(-c2nc(-c3ccc(F)nc3)c3sccc3n2)c1, N. The product is Nc1ccc(-c2nc(-c3cccc(O)c3)nc3ccsc23)cn1. Reaction SMILES: [F:1][c:2]1[cH:3][cH:4][c:5](-[c:8]2[c:9]3[c:10]([n:11][c:12](-[c:14]4[cH:15][c:16]([OH:20])[cH:17][cH:18][cH:19]4)[n:13]2)[cH:21][cH:22][s:23]3)[cH:6][n:7]1.[NH3:24]>>[c:2]1([NH2:24])[cH:3][cH:4][c:5](-[c:8]2[c:9]3[c:10]([n:11][c:12](-[c:14]4[cH:15][c:16]([OH:20])[cH:17][cH:18][cH:19]4)[n:13]2)[cH:21][cH:22][s:23]3)[cH:6][n:7]1. Starting materials: FC(C1=CC=C(C=C1)C=1SC=C(C1O)C(=O)C)(F)F (2-(4-trifluoromethylphenyl)-3-hydroxy-4-methylcarbonylthiophene), N(N)C(=S)NC1=CC(=C(C(=O)O)C=C1)Cl (4-hydrazinocabonothioylamino-2-chlorobenzoic acid). The product is FC(C1=CC=C(C=C1)C1=C(C(=CS1)C(C)=NNC(=S)NC1=CC(=C(C(=O)O)C=C1)Cl)O)(F)F (4-{[(2-{1-[5-(4-trifluoromethylphenyl)-4-hydroxy-3-thienyl]ethylidene}hydrazino)-carbonothioyl]amino}-2-chlorobenzoic acid). RXN SMILES: [F:1][C:2]([F:19])([F:18])[C:3]1[CH:8]=[CH:7][C:6]([C:9]2[S:10][CH:11]=[C:12]([C:15]([CH3:17])=O)[C:13]=2[OH:14])=[CH:5][CH:4]=1.[NH:20]([C:22]([NH:24][C:25]1[CH:33]=[CH:32][C:28]([C:29]([OH:31])=[O:30])=[C:27]([Cl:34])[CH:26]=1)=[S:23])[NH2:21]>>[F:1][C:2]([F:19])([F:18])[C:3]1[CH:8]=[CH:7][C:6]([C:9]2[S:10][CH:11]=[C:12]([C:15](=[N:21][NH:20][C:22]([NH:24][C:25]3[CH:33]=[CH:32][C:28]([C:29]([OH:31])=[O:30])=[C:27]([Cl:34])[CH:26]=3)=[S:23])[CH3:17])[C:13]=2[OH:14])=[CH:5][CH:4]=1. Reported procedure: From 2-(4-trifluoromethylphenyl)-3-hydroxy-4-methylcarbonylthiophene (50.0 mg, 0.17 mmol) and 4-hydrazinocabonothioylamino-2-chlorobenzoic acid (42.9 mg, 0.17 mmol), the desired product was obtained in the same manner as in Synthetic Example 118 as a pale yellow solid (58.3 mg, yield 65%). The reactants are O=C([O-])[O-], CN(C)C=O, FC(F)(F)CI, Cc1cc(F)c(N)cc1S, [K+], [K+], O. The product is Cc1cc(F)c(N)cc1SCC(F)(F)F. RXN SMILES: [C:22](=[O:23])([O-:24])[O-:25].[CH3:1][N:2]([CH3:3])[CH:4]=[O:5].[F:16][C:17]([CH2:18][I:19])([F:20])[F:21].[F:6][c:7]1[c:8]([NH2:9])[cH:10][c:11]([SH:15])[c:12]([CH3:14])[cH:13]1.[K+:26].[K+:27].[OH2:28]>>[F:6][c:7]1[c:8]([NH2:9])[cH:10][c:11]([S:15][CH2:18][C:17]([F:16])([F:20])[F:21])[c:12]([CH3:14])[cH:13]1. The reactants are N#Cc1c(OCC(F)(F)F)nc(COC2CCCCO2)nc1N1CCc2ccccc2CC1, CO, Cl. The product is N#Cc1c(OCC(F)(F)F)nc(CO)nc1N1CCc2ccccc2CC1. Reaction SMILES: [CH2:1]1[CH2:2][N:3]([c:12]2[n:13][c:14]([CH2:26][O:27][CH:28]3[CH2:29][CH2:30][CH2:31][CH2:32][O:33]3)[n:15][c:16]([O:20][CH2:21][C:22]([F:23])([F:24])[F:25])[c:17]2[C:18]#[N:19])[CH2:4][CH2:5][c:6]2[c:7]1[cH:8][cH:9][cH:10][cH:11]2.[CH3:35][OH:36].[ClH:34]>>[CH2:1]1[CH2:2][N:3]([c:12]2[n:13][c:14]([CH2:26][OH:27])[n:15][c:16]([O:20][CH2:21][C:22]([F:23])([F:24])[F:25])[c:17]2[C:18]#[N:19])[CH2:4][CH2:5][c:6]2[c:7]1[cH:8][cH:9][cH:10][cH:11]2. RXN SMILES: C([NH:4][CH2:5][CH2:6][C:7]1[CH:12]=[CH:11][C:10]([C:13]([C:21]2[CH:22]=[N:23][CH:24]=[CH:25][CH:26]=2)=[CH:14][CH2:15][CH2:16][CH2:17][C:18]([OH:20])=[O:19])=[CH:9][CH:8]=1)(=O)C.[CH3:27]O>>[NH2:4][CH2:5][CH2:6][C:7]1[CH:12]=[CH:11][C:10]([C:13]([C:21]2[CH:22]=[N:23][CH:24]=[CH:25][CH:26]=2)=[CH:14][CH2:15][CH2:16][CH2:17][C:18]([O:20][CH3:27])=[O:19])=[CH:9][CH:8]=1. The reactants are C(C)(=O)NCCC1=CC=C(C=C1)C(=CCCCC(=O)O)C=1C=NC=CC1 (6-(4-(2-acetylaminoethyl)-phenyl)-6-(3-pyridyl)hex-5-enoic acid), CO (methanol). Procedure: Prepared by hydrolysis of 6-(4-(2-acetylaminoethyl)-phenyl)-6-(3-pyridyl)hex-5-enoic acid and subsequent esterification with methanol analogously to Example 8b. Yields the product NCCC1=CC=C(C=C1)C(=CCCCC(=O)OC)C=1C=NC=CC1 (Methyl 6-(4-(2-aminoethyl)phenyl)-6-(3-pyridyl)hex-5-enoate).